From a dataset of the Open Reaction Database (ORD), a public repository of structured organic reaction records. describe an organic reaction: reactants, conditions, products, and yield Starting materials: benzyl N-((1S)-1-(1H-4-imidazolylmethyl)-2-2-[(2-methyl-2-phenylpropyl)amino]-2-oxoethyl[(1S)-1-phenylethyl]amino-2-oxoethyl)carbamate, C[C@@H](C1=CC=CC=C1)N ((S)-α-methylbenzylamine), BrCC(=O)OC (methyl bromoacetate). The solvent is C(C)#N (acetonitrile). Product: COC(CN[C@@H](C)C1=CC=CC=C1)=O (methyl-2-[(1S)-1-phenylethyl]aminoacetate). Reaction SMILES: [CH3:1][C@H:2]([NH2:9])[C:3]1[CH:8]=[CH:7][CH:6]=[CH:5][CH:4]=1.Br[CH2:11][C:12]([O:14][CH3:15])=[O:13]>C(#N)C>[CH3:15][O:14][C:12](=[O:13])[CH2:11][NH:9][C@H:2]([C:3]1[CH:8]=[CH:7][CH:6]=[CH:5][CH:4]=1)[CH3:1]. Procedure: Scheme 1 shows a method by which the compounds of the present invention can be prepared, by illustrating the synthesis of Example 1, benzyl N-((1S)-1-(1H-4-imidazolylmethyl)-2-2-[(2-methyl-2-phenylpropyl)amino]-2-oxoethyl[(1S)-1-phenylethyl]amino-2-oxoethyl)carbamate. Reaction of (S)-α-methylbenzylamine with methyl bromoacetate was carried out in acetonitrile in the presence of dilsopropylethylamine as the base to give methyl-2-[(1S)-1-phenylethyl]aminoacetate. Methyl-2-[(1S)-1-phenylethyl]amino... Reactants: C(C)(=O)[O-].[NH4+] (Ammonium Acetate), C5, FC(S(=O)(=O)OC=1C([C@@H]2CC[C@]3([C@@]4(CC[C@@]5([C@@H]([C@H]4CC[C@@H]3[C@]2(CC1)C)[C@@H](CC5)C(=C)C)CO[Si](C5=CC=CC=C5)(C5=CC=CC=C5)C(C)(C)C)C)C)(C)C)(F)F ((1R,3aS,5aR,5bR,7aR,11aR,11bR,13aR,13bR)-3a-((tert-butyldiphenylsilyloxy)methyl)-5a,5b,8,8,11a-pentamethyl-1-(prop-1-en-2-yl)-2,3,3a,4,5,5a,5b,6,7,7a,8,11,11a,11b,12,13,13a,13b-octadecahydro-1H-cyclopenta[a]chrysen-9-yl trifluoromethanesulfonate), COC(=O)C1=CC=C(C=C1)B(O)O (4-methoxycarbonylphenylboronic acid), C(=O)([O-])[O-].[Na+].[Na+] (Na2CO3). Reagents/catalysts: C=1C=CC(=CC1)[P](C=2C=CC=CC2)(C=3C=CC=CC3)[Pd]([P](C=4C=CC=CC4)(C=5C=CC=CC5)C=6C=CC=CC6)([P](C=7C=CC=CC7)(C=8C=CC=CC8)C=9C=CC=CC9)[P](C=1C=CC=CC1)(C=1C=CC=CC1)C=1C=CC=CC1 (TETRAKIS(TRIPHENYLPHOSPHINE)PALLADIUM(0)). The solvent is C(C)(=O)OCC (ethyl acetate), O (water), O (water), CO (MeOH), O1CCOCC1 (Dioxane), O (Water), CC(C)O (2-Propanol). The product is [Si](C1=CC=CC=C1)(C1=CC=CC=C1)(C(C)(C)C)OC[C@]12[C@@H]([C@H]3CC[C@@H]4[C@]5(CC=C(C([C@@H]5CC[C@]4([C@@]3(CC1)C)C)(C)C)C1=CC=C(C(=O)OC)C=C1)C)[C@@H](CC2)C(=C)C (methyl 4-((1R,3aS,5aR,5bR,7aR,11aS,11bR,13aR,13bR)-3a-((tert-butyldiphenylsilyloxy)methyl)-5a,5b,8,8,11a-pentamethyl-1-(prop-1-en-2-yl)-2,3,3a,4,5,5a,5b,6,7,7a,8,11,11a,11b,12,13,13a,13b-octadecahydro-1H-cyclopenta[a]chrysen-9-yl)benzoate). Yield: 50.9%. Reaction SMILES: C([O-])(=O)C.[NH4+].FC(F)(F)S(O[C:12]1[C:13]([CH3:59])([CH3:58])[C@H:14]2[C@:27]([CH3:30])([CH2:28][CH:29]=1)[C@@H:26]1[C@:17]([CH3:57])([C@@:18]3([CH3:56])[C@H:23]([CH2:24][CH2:25]1)[C@H:22]1[C@H:31]([C:34]([CH3:36])=[CH2:35])[CH2:32][CH2:33][C@:21]1([CH2:37][O:38][Si:39]([C:52]([CH3:55])([CH3:54])[CH3:53])([C:46]1[CH:51]=[CH:50][CH:49]=[CH:48][CH:47]=1)[C:40]1[CH:45]=[CH:44][CH:43]=[CH:42][CH:41]=1)[CH2:20][CH2:19]3)[CH2:16][CH2:15]2)(=O)=O.[CH3:62][O:63][C:64]([C:66]1[CH:71]=[CH:70][C:69](B(O)O)=[CH:68][CH:67]=1)=[O:65].C([O-])([O-])=O.[Na+].[Na+]>O1CCOCC1.C(OCC)(=O)C.O.C1C=CC([P]([Pd]([P](C2C=CC=CC=2)(C2C=CC=CC=2)C2C=CC=CC=2)([P](C2C=CC=CC=2)(C2C=CC=CC=2)C2C=CC=CC=2)[P](C2C=CC=CC=2)(C2C=CC=CC=2)C2C=CC=CC=2)(C2C=CC=CC=2)C2C=CC=CC=2)=CC=1.CC(O)C.CO>[Si:39]([O:38][CH2:37][C@:21]12[CH2:33][CH2:32][C@@H:31]([C:34]([CH3:36])=[CH2:35])[C@@H:22]1[C@@H:23]1[C@@:18]([CH3:56])([CH2:19][CH2:20]2)[C@@:17]2([CH3:57])[C@@H:26]([C@:27]3([CH3:30])[C@@H:14]([CH2:15][CH2:16]2)[C:13]([CH3:59])([CH3:58])[C:12]([C:69]2[CH:70]=[CH:71][C:66]([C:64]([O:63][CH3:62])=[O:65])=[CH:67][CH:68]=2)=[CH:29][CH2:28]3)[CH2:25][CH2:24]1)([C:52]([CH3:55])([CH3:54])[CH3:53])([C:46]1[CH:47]=[CH:48][CH:49]=[CH:50][CH:51]=1)[C:40]1[CH:41]=[CH:42][CH:43]=[CH:44][CH:45]=1 |f:0.1,4.5.6,^1:97,99,118,137|. Procedure: Betuline (2 g, 4.52 mmol) was dissolved in DMF (13 ml) and treated with IMIDAZOLE (0.923 g, 13.55 mmol) and TBDPS-Cl (2.437 ml, 9.49 mmol) at 50° C. for 18 h. TLC showed the reaction was complete. The reaction mixture was cooled to rt and diluted with EtOAc and water. The organic layer was separated dried over sodium sulfate, filtered and concentrated in vacuo. The crude was purified using silica gel chromatography (0-20% EtOAc/Hex) to afford (1R,3aS,5aR,5bR,7aR,9S,11aR,11bR,13bR)-3a-((tert-buty... Starting materials: Clc1cccc(CBr)c1, Cl, C1=C(c2nc3ccccc3s2)CCNC1. Yields the product Clc1cccc(CN2CC=C(c3nc4ccccc4s3)CC2)c1. Reaction SMILES: [Cl:17][c:18]1[cH:19][c:20]([CH2:21][Br:22])[cH:23][cH:24][cH:25]1.[ClH:1].[s:2]1[c:3]([C:11]2=[CH:16][CH2:15][NH:14][CH2:13][CH2:12]2)[n:4][c:5]2[c:6]1[cH:7][cH:8][cH:9][cH:10]2>>[s:2]1[c:3]([C:11]2=[CH:16][CH2:15][N:14]([CH2:21][c:20]3[cH:19][c:18]([Cl:17])[cH:25][cH:24][cH:23]3)[CH2:13][CH2:12]2)[n:4][c:5]2[c:6]1[cH:7][cH:8][cH:9][cH:10]2. The reactants are C(C)OC(C1=C(C(=C(C=C1)N1CC(CC1)NC(=O)OC(C)(C)C)F)F)=O (4-[3-(tert-butoxycarbonylamino)pyrrolidin-1-yl]-2,3-difluorobenzoic acid ethyl ester), C1(CC1)N (cyclopropylamine). The solvent is CN(C(C)=O)C (N,N-dimethylacetamide). The product is C(C)OC(C1=C(C(=C(C=C1)N1CC(CC1)NC(=O)OC(C)(C)C)F)NC1CC1)=O (4-[3-(tert-Butoxycarbonylamino)pyrrolidin-1-yl]-2-cyclopropylamino-3-fluorobenzoic acid ethyl ester). Isolated yield 76.9%. RXN SMILES: [CH2:1]([O:3][C:4](=[O:26])[C:5]1[CH:10]=[CH:9][C:8]([N:11]2[CH2:15][CH2:14][CH:13]([NH:16][C:17]([O:19][C:20]([CH3:23])([CH3:22])[CH3:21])=[O:18])[CH2:12]2)=[C:7]([F:24])[C:6]=1F)[CH3:2].[CH:27]1([NH2:30])[CH2:29][CH2:28]1>CN(C)C(=O)C>[CH2:1]([O:3][C:4](=[O:26])[C:5]1[CH:10]=[CH:9][C:8]([N:11]2[CH2:15][CH2:14][CH:13]([NH:16][C:17]([O:19][C:20]([CH3:23])([CH3:22])[CH3:21])=[O:18])[CH2:12]2)=[C:7]([F:24])[C:6]=1[NH:30][CH:27]1[CH2:29][CH2:28]1)[CH3:2]. Procedure: A solution of 4-[3-(tert-butoxycarbonylamino)pyrrolidin-1-yl]-2,3-difluorobenzoic acid ethyl ester (Example 2h, 1.85 g, 5.01 mmol) and cyclopropylamine (14.0 mL, 201 mmol) in N,N-dimethylacetamide (5 mL) is heated in a sealed glass tube for 48 hours at 100° C. The solution is then concentrated under high vacuum and purified by column chromatography (1:9 ethyl acetate/hexanes) to afford the title compound (1.57 g). 1H NMR (CDCl3): δ 7.59 (bs, 1H), 7.57 (dd, 1H), 6.00 (dd, 1H), 4.82–4.68 (bd, 1H),...